Task: describe an organic reaction: reactants, conditions, products, and yield. Dataset: the Open Reaction Database (ORD), a public repository of structured organic reaction records Reactants: CC1=C2C(=NC=C1)C=1C=CC=CC1C2=O (4-methyl-5H-indeno[3,2-b]pyridin-5-one), [BH4-].[Na+] (NaBH4). Run in CO (methanol). Run at time 14 hour. Yields the product CC1=C2C(=NC=C1)C=1C=CC=CC1C2O (4-methyl-5H-indeno[3,2-b]pyridin-5-ol). The yield is 62.0%. As a reaction SMILES: [CH3:1][C:2]1[CH:7]=[CH:6][N:5]=[C:4]2[C:8]3[CH:9]=[CH:10][CH:11]=[CH:12][C:13]=3[C:14](=[O:15])[C:3]=12.[BH4-].[Na+]>CO>[CH3:1][C:2]1[CH:7]=[CH:6][N:5]=[C:4]2[C:8]3[CH:9]=[CH:10][CH:11]=[CH:12][C:13]=3[CH:14]([OH:15])[C:3]=12 |f:1.2|. Procedure details: A solution of 15 g (0.0769 mol) of 4-methyl-5H-indeno[3,2-b]pyridin-5-one in 150 ml of methanol was treated in portions with 3.8 g (0.1 mol) of NaBH4 at from 0° to -5° C. After stirring at room temperature for 14 hours, the mixture was concentrated under reduced pressure. The residue was treated with 350 ml of methylene chloride and with 150 ml of a 15% strength aqueous potassium hydroxide solution and additionally stirred for 1 hour. The organic phase was separated off, washed with water, dried...